Task: describe an organic reaction: reactants, conditions, products, and yield. Dataset: the Open Reaction Database (ORD), a public repository of structured organic reaction records Reactants: OC(CC(=O)OC)C(CC=C)C(C)CC (Methyl 3-hydroxy-4-sec-butylhept-6-enoate). Run in [OH-].[K+].CO (potassium hydroxide methanol). Conditions: time 13.5 hour. Product: OC(CC(=O)O)C(CC=C)C(C)CC (3-Hydroxy-4-sec-butylhept-6-enoic acid). RXN SMILES: [OH:1][CH:2]([CH:8]([CH:12]([CH2:14][CH3:15])[CH3:13])[CH2:9][CH:10]=[CH2:11])[CH2:3][C:4]([O:6]C)=[O:5]>[OH-].[K+].CO>[OH:1][CH:2]([CH:8]([CH:12]([CH2:14][CH3:15])[CH3:13])[CH2:9][CH:10]=[CH2:11])[CH2:3][C:4]([OH:6])=[O:5] |f:1.2.3|. Reported procedure: Methyl 3-hydroxy-4-sec-butylhept-6-enoate (14.40 g, 67.2 mmol) was dissolved in a 2 N potassium hydroxide-methanol solution (200 mL), and the solution was stirred at room temperature for 13.5 hours. The solvent was distilled off under reduced pressure. To the residue, water and diethyl ether were then added, and the aqueous layer was neutralized with 2 N hydrochloric acid. Diethyl ether was added thereto, and the organic layer was dried over anhydrous magnesium sulfate. Then, the solvent was dis... Product: O=C(O)c1cccc(Nc2cc(Nc3ccc(Oc4ccccc4)cc3)ncn2)c1. Starting materials: C1CCOC1, CO, [Li+], COC(=O)c1cccc(Nc2cc(Nc3ccc(Oc4ccccc4)cc3)ncn2)c1, [OH-], O. As a reaction SMILES: [CH2:36]1[O:37][CH2:38][CH2:39][CH2:40]1.[CH3:34][OH:35].[Li+:33].[O:1]([c:2]1[cH:3][cH:4][cH:5][cH:6][cH:7]1)[c:8]1[cH:9][cH:10][c:11]([NH:14][c:15]2[cH:16][c:17]([NH:21][c:22]3[cH:23][c:24]([C:25](=[O:26])[O:27][CH3:28])[cH:29][cH:30][cH:31]3)[n:18][cH:19][n:20]2)[cH:12][cH:13]1.[OH-:32].[OH2:41]>>[O:1]([c:2]1[cH:3][cH:4][cH:5][cH:6][cH:7]1)[c:8]1[cH:9][cH:10][c:11]([NH:14][c:15]2[cH:16][c:17]([NH:21][c:22]3[cH:23][c:24]([C:25](=[O:26])[OH:27])[cH:29][cH:30][cH:31]3)[n:18][cH:19][n:20]2)[cH:12][cH:13]1. The reactants are CC(C)(C)C(=O)Cl, O=C(NC(Cc1ccc(O)c(O)c1)C(=O)O)OCc1ccccc1, CCOCC, CCOC(C)=O, Cl, [Na+], [OH-], O. Product: CC(C)(C)C(=O)OC(=O)C(Cc1ccc(O)c(O)c1)NC(=O)OCc1ccccc1. RXN SMILES: [C:27]([C:28]([CH3:29])([CH3:30])[CH3:31])(=[O:32])[Cl:33].[CH2:1]([c:2]1[cH:3][cH:4][cH:5][cH:6][cH:7]1)[O:8][C:9](=[O:10])[NH:11][CH:12]([C:13](=[O:14])[OH:15])[CH2:16][c:17]1[cH:18][cH:19][c:20]([OH:21])[c:22]([OH:23])[cH:24]1.[CH2:36]([O:37][CH2:38][CH3:39])[CH3:40].[CH3:41][CH2:42][O:43][C:44](=[O:45])[CH3:46].[ClH:34].[Na+:26].[OH-:25].[OH2:35]>>[CH2:1]([c:2]1[cH:3][cH:4][cH:5][cH:6][cH:7]1)[O:8][C:9](=[O:10])[NH:11][CH:12]([C:13](=[O:14])[O:15][C:27]([C:28]([CH3:29])([CH3:30])[CH3:31])=[O:32])[CH2:16][c:17]1[cH:18][cH:19][c:20]([OH:21])[c:22]([OH:23])[cH:24]1. Starting materials: FC(OC1=CC=C(C=C1)C1=CC=C(C=N1)C=O)(F)F (6-(4-Trifluoromethoxy-phenyl)-pyridine-3-carbaldehyde), [BH4-].[Na+] (NaBH4). Reported procedure: 6-(4-Trifluoromethoxy-phenyl)-pyridine-3-carbaldehyde (2.0 g, 7.48 mmol) was dissolved in EtOH (37 ml) and treated at 0° C. with NaBH4 (0.28 g, 7.48 mmol). After 10 min the cooling bath was removed and stirring was continued at ambient temperature. Pouring onto crashed ice, twofold extraction with AcOEt, washing with water, drying over sodium sulfate, and evaporation of the solvents afforded 2.08 g (7.7 mmol, quant.) of the title compound as off-white solid of mp. 57–58° C. Reaction SMILES: [F:1][C:2]([F:19])([F:18])[O:3][C:4]1[CH:9]=[CH:8][C:7]([C:10]2[N:15]=[CH:14][C:13]([CH:16]=[O:17])=[CH:12][CH:11]=2)=[CH:6][CH:5]=1.[BH4-].[Na+]>CCO>[F:19][C:2]([F:1])([F:18])[O:3][C:4]1[CH:5]=[CH:6][C:7]([C:10]2[N:15]=[CH:14][C:13]([CH2:16][OH:17])=[CH:12][CH:11]=2)=[CH:8][CH:9]=1 |f:1.2|. Run in CCO (EtOH). The product is FC(OC1=CC=C(C=C1)C1=CC=C(C=N1)CO)(F)F ([6-(4-Trifluoromethoxy-phenyl)-pyridin-3-yl]-methanol).